Dataset: the Open Reaction Database (ORD), a public repository of structured organic reaction records. Task: describe an organic reaction: reactants, conditions, products, and yield Starting materials: BrC1=CC=C(C=C1)N1C(C(CC1)=C)=O (1-(4-bromophenyl)-3-methylene-2-pyrrolidinone), COC1=C(C=CC=C1)N1CCNCC1 (4-(2-methoxyphenyl)piperazine), N1CCCC1 (pyrrolidine). The solvent is O (water). The product is BrC1=CC=C(C=C1)N1C(C(CC1)CN1CCCC1)=O (1-(4-bromophenyl)-3-pyrrolidinomethyl-2-pyrrolidinone). Isolated yield 106.6%. As a reaction SMILES: [Br:1][C:2]1[CH:7]=[CH:6][C:5]([N:8]2[CH2:12][CH2:11][C:10](=[CH2:13])[C:9]2=[O:14])=[CH:4][CH:3]=1.COC1C=CC=[CH:19][C:18]=1[N:23]1[CH2:28][CH2:27]NCC1.N1CCCC1>O>[Br:1][C:2]1[CH:7]=[CH:6][C:5]([N:8]2[CH2:12][CH2:11][CH:10]([CH2:13][N:23]3[CH2:18][CH2:19][CH2:27][CH2:28]3)[C:9]2=[O:14])=[CH:4][CH:3]=1. Procedure: There were mixed 1.31 g of 1-(4-bromophenyl)-3-methylene-2-pyrrolidinone, 2.00 g of 4-(2-methoxyphenyl)piperazine and 5 ml of pyrrolidine. The mixture was refluxed for 1 hour and then cooled. Thereto was added water. The mixture was subjected to extraction with ethyl acetate twice. The organic layer was dried over anhydrous magnesium sulfate and concentrated. The residue was purified by silica gel column chromatography using a mixed solvent of chloroform/methanol=40/1 to obtain 1.79 g of 1-(4-br... The reactants are [K] (potassium), FC=1C=CC(=C(C(=O)[O-])C1)[N+](=O)[O-] (5-fluoro-2-nitrobenzoate), FC=1C=CC(=C(C(=O)[O-])C1)[N+](=O)[O-] (5-fluoro-2-nitrobenzoate), [K] (potassium), ClC=1C=C2C=CC(=NC2=CC1)O (6-chloro-2-hydroxyquinoline), ClC=1C=C2C=CC(=NC2=CC1)O (6-chloro-2-hydroxyquinoline), Cl (hydrochloric acid). Run in O (water), CS(=O)C (dimethylsulfoxide). Run at temperature 100 celsius, time 16 hour. Product: ClC=1C=C2C=CC(=NC2=CC1)OC=1C=CC(=C(C(=O)O)C1)[N+](=O)[O-] (5-(6-chloro-2-quinolinoxy)-2-nitrobenzoic acid). As a reaction SMILES: [K].[Cl:2][C:3]1[CH:4]=[C:5]2[C:10](=[CH:11][CH:12]=1)[N:9]=[C:8]([OH:13])[CH:7]=[CH:6]2.F[C:15]1[CH:16]=[CH:17][C:18]([N+:24]([O-:26])=[O:25])=[C:19]([CH:23]=1)[C:20]([O-:22])=[O:21].Cl>CS(C)=O.O>[Cl:2][C:3]1[CH:4]=[C:5]2[C:10](=[CH:11][CH:12]=1)[N:9]=[C:8]([O:13][C:15]1[CH:16]=[CH:17][C:18]([N+:24]([O-:26])=[O:25])=[C:19]([CH:23]=1)[C:20]([OH:22])=[O:21])[CH:7]=[CH:6]2 |^1:0|. Reported procedure: A reactor is charged with 4.34 grams (0.02 mole) of the potassium salt of 6-chloro-2-hydroxyquinoline (Formula II Compound) in 25 milliliters of dimethylsulfoxide. To this mixture is added 4.46 grams (0.02 mole) of the potassium salt of 5-fluoro-2-nitrobenzoate (Formula III Compound). After stirring at about 100° C. for about 16 hours, the reaction mixture is poured into 200 milliliters of water and acidified with concentrated hydrochloric acid. Filtration and air drying affords 5-(6-chloro-2-qu... Starting materials: C(#N)CCCC(CCC(=O)OCC)CC=C (ethyl 4-(3-cyanopropyl)-6-heptenoate), C(C)#N (acetonitrile), BrC=1C=NC=CC1 (3-bromopyridine). The solvent is C(C)N(CC)CC (triethylamine). The product is C(#N)CCCC(CCC(=O)OCC)CC=CC=1C=NC=CC1 (ethyl 4-(3-cyanopropyl)-7-(3-pyridyl)-6-heptenoate). RXN SMILES: [C:1]([CH2:3][CH2:4][CH2:5][CH:6]([CH2:14][CH:15]=[CH2:16])[CH2:7][CH2:8][C:9]([O:11][CH2:12][CH3:13])=[O:10])#[N:2].C(#N)C.Br[C:21]1[CH:22]=[N:23][CH:24]=[CH:25][CH:26]=1>C(N(CC)CC)C>[C:1]([CH2:3][CH2:4][CH2:5][CH:6]([CH2:14][CH:15]=[CH:16][C:21]1[CH:22]=[N:23][CH:24]=[CH:25][CH:26]=1)[CH2:7][CH2:8][C:9]([O:11][CH2:12][CH3:13])=[O:10])#[N:2]. Reported procedure: A mixture of 1300 g of ethyl 4-(3-cyanopropyl)-6-heptenoate, 6397 ml of acetonitrile, 3190 ml of triethylamine and 920.9 g of 3-bromopyridine is degassed and then heated to reflux. Palladium(II)acetate catalyst (13 g) and 36.42 g of tri-o-tolylphosphine are added and the mixture is heated under reflux overnight. Additional catalyst (13 g) is added and the mixture is again heated under reflux for 7 h. Further catalyst (6.5 g) is again added and the reaction mixture is again heated under reflux ov... Procedure details: To a solution of benzyl (3,3-difluoroazetidin-1-yl)sulfonylcarbamate (Preparation 22, 800 mg, 2.61 mmol) in methanol (20 mL) was added 10% palladium hydroxide on charcoal (150 mg) and methylcyclohexadiene (4.9 g, 52.3 mmol) and the mixture heated at reflux for 18 hours. Once cooled the reaction mixture was filtered through Celite™ and concentrated to give the title compound as an amber oil (410 mg, 91%). RXN SMILES: [F:1][C:2]1([F:20])[CH2:5][N:4]([S:6]([NH:9]C(=O)OCC2C=CC=CC=2)(=[O:8])=[O:7])[CH2:3]1.CC1CCC=CC=1>CO.[OH-].[OH-].[Pd+2]>[F:1][C:2]1([F:20])[CH2:5][N:4]([S:6]([NH2:9])(=[O:8])=[O:7])[CH2:3]1 |f:3.4.5|. Reactants: FC1(CN(C1)S(=O)(=O)NC(OCC1=CC=CC=C1)=O)F (benzyl (3,3-difluoroazetidin-1-yl)sulfonylcarbamate), CC1=CC=CCC1 (methylcyclohexadiene). Product: FC1(CN(C1)S(=O)(=O)N)F (3,3-difluoroazetidine-1-sulfonamide). The reagents and catalysts are [OH-].[OH-].[Pd+2] (palladium hydroxide on charcoal). Yield: 91.2%. Run in CO (methanol). Reactants: IC1=CC(=CC=C1)[N+](=O)[O-] (1-iodo-3-nitrobenzene), CC=1C=CC(NC1)=O (5-methyl-2-(1H)-pyridone). Yields the product CC=1C=CC(N(C1)C1=CC(=CC=C1)[N+](=O)[O-])=O (5-methyl-1-(3-nitro-phenyl) pyridone). Yield: 75.0%. RXN SMILES: I[C:2]1[CH:7]=[CH:6][CH:5]=[C:4]([N+:8]([O-:10])=[O:9])[CH:3]=1.[CH3:11][C:12]1[CH:13]=[CH:14][C:15](=[O:18])[NH:16][CH:17]=1>>[CH3:11][C:12]1[CH:13]=[CH:14][C:15](=[O:18])[N:16]([C:2]2[CH:7]=[CH:6][CH:5]=[C:4]([N+:8]([O-:10])=[O:9])[CH:3]=2)[CH:17]=1. Procedure: The reaction of 24.9 g of 1-iodo-3-nitrobenzene (Aldrich Chemical Co.) with 10.9 of 5-methyl-2-(1H)-pyridone by the procedure described in Example 1 affords 16.2g (75%) of 5-methyl-1-(3-nitro-phenyl) pyridone. The reactants are O=C1CCC(=O)N1Br, CN(C)C=O, Cc1cc(F)cc(N)c1C#N, O. Yields the product Cc1c(Br)c(F)cc(N)c1C#N. RXN SMILES: [Br:1][N:2]1[C:3](=[O:4])[CH2:5][CH2:6][C:7]1=[O:8].[CH3:9][N:10]([CH3:11])[CH:12]=[O:13].[NH2:14][c:15]1[c:16]([C:17]#[N:18])[c:19]([CH3:24])[cH:20][c:21]([F:23])[cH:22]1.[OH2:25]>>[Br:1][c:20]1[c:19]([CH3:24])[c:16]([C:17]#[N:18])[c:15]([NH2:14])[cH:22][c:21]1[F:23].